Dataset: the Open Reaction Database (ORD), a public repository of structured organic reaction records. Task: describe an organic reaction: reactants, conditions, products, and yield Reactants: IC=CC=1C(CCCC1C)=O (2-(2-iodoethenyl)-3-methyl-2-cyclohexen-1-one), IC=CC=1C(CCCC1C)=O (2-(2-iodoethenyl)-3-methyl-2-cyclohexen-1-one), C(#C)C1=CC=C(C(=O)OCC)C=C1 (ethyl 4-ethynylbenzoate). The reagents and catalysts are C1=CC=C(C=C1)P(C2=CC=CC=C2)C3=CC=CC=C3.C1=CC=C(C=C1)P(C2=CC=CC=C2)C3=CC=CC=C3.Cl[Pd]Cl (bis(triphenylphosphine)palladium (II) chloride), [Cu]I (copper (I) iodide). The solvent is C(C)N(CC)CC (triethylamine). Reaction conditions: temperature 40 celsius, time 3 hour. Yields the product CC1=C(C(CCC1)=O)C=CC#CC1=CC=C(C(=O)OCC)C=C1 (Ethyl 4-(4-(3-Methyl-2-cyclohexen-1-on-2-yl)but-3-en-1-yn-1-yl)benzoate). As a reaction SMILES: I[CH:2]=[CH:3][C:4]1[C:5](=[O:11])[CH2:6][CH2:7][CH2:8][C:9]=1[CH3:10].[C:12]([C:14]1[CH:24]=[CH:23][C:17]([C:18]([O:20][CH2:21][CH3:22])=[O:19])=[CH:16][CH:15]=1)#[CH:13]>C1C=CC(P(C2C=CC=CC=2)C2C=CC=CC=2)=CC=1.C1C=CC(P(C2C=CC=CC=2)C2C=CC=CC=2)=CC=1.Cl[Pd]Cl.[Cu]I.C(N(CC)CC)C>[CH3:10][C:9]1[CH2:8][CH2:7][CH2:6][C:5](=[O:11])[C:4]=1[CH:3]=[CH:2][C:13]#[C:12][C:14]1[CH:24]=[CH:23][C:17]([C:18]([O:20][CH2:21][CH3:22])=[O:19])=[CH:16][CH:15]=1 |f:2.3.4|. Procedure details: A solution of 2-(2-iodoethenyl)-3-methyl-2-cyclohexen-1-one (Compound 4, 1.74 g, 6.64 mmol), ethyl 4-ethynylbenzoate (1.73 g, 9.96 mmol) and triethylamine (80 mL) was purged with argon for 10 minutes, and then treated with bis(triphenylphosphine)palladium (II) chloride (23 mg, 0.03 mmol) and copper (I) iodide (6.3 mg, 0.03 mmol). The solution was stirred 40° C. for 3 hours, and concentrated under the vacuum of a water aspirator. The residue was dissolved in ethyl acetate and washed with saturate...